From a dataset of the Open Reaction Database (ORD), a public repository of structured organic reaction records. describe an organic reaction: reactants, conditions, products, and yield Reactants: 20.8, SC1=NC2=C(N1CCCO)C=CC=C2 (2-mercapto-1H-benzimidazole-1-propanol), IC (iodomethane). The solvent is CO (methanol). Reaction conditions: time 8 hour. Yields the product CSC1=NC2=C(N1CCCO)C=CC=C2 (2-(methylthio)-1H-benzimidazole-1-propanol). RXN SMILES: [SH:1][C:2]1[N:6]([CH2:7][CH2:8][CH2:9][OH:10])[C:5]2[CH:11]=[CH:12][CH:13]=[CH:14][C:4]=2[N:3]=1.I[CH3:16]>CO>[CH3:16][S:1][C:2]1[N:6]([CH2:7][CH2:8][CH2:9][OH:10])[C:5]2[CH:11]=[CH:12][CH:13]=[CH:14][C:4]=2[N:3]=1. Procedure details: A mixture of 20.8 parts of 2-mercapto-1H-benzimidazole-1-propanol, 15.62 parts of iodomethane and 120 parts of methanol is stirred overnight at room temperature. The reaction mixture is evaporated and the residue is dissolved in 500 parts of water. The solution is filtered over hyflo and the filtrate is alkalized with solid potassium hydroxide. The oily product is extracted with trichloromethane. The extract is dried, filtered and evaporated, yielding 2-(methylthio)-1H-benzimidazole-1-propanol a... Starting materials: O=C1C=CCCC1, CO, CCc1cnc(Cl)c(C=O)c1, O, c1c[nH]cn1. Product: CCc1cnc(Cl)c(C(O)C2=CCCCC2=O)c1. As a reaction SMILES: [C:17]1(=[O:23])[CH:18]=[CH:19][CH2:20][CH2:21][CH2:22]1.[CH3:24][OH:25].[Cl:1][c:2]1[c:3]([CH:4]=[O:5])[cH:6][c:7]([CH2:10][CH3:11])[cH:8][n:9]1.[OH2:26].[nH:12]1[cH:13][cH:14][n:15][cH:16]1>>[Cl:1][c:2]1[c:3]([CH:4]([OH:5])[C:18]2=[CH:19][CH2:20][CH2:21][CH2:22][C:17]2=[O:23])[cH:6][c:7]([CH2:10][CH3:11])[cH:8][n:9]1. RXN SMILES: [F:1][C:2]([F:12])([F:11])[C:3]1[CH:7]=[C:6]([C:8](Cl)=[O:9])[NH:5][N:4]=1.[H-].[H-].[H-].[H-].[Li+].[Al+3].CO.CCOC(C)=O>C1COCC1>[F:12][C:2]([F:1])([F:11])[C:3]1[CH:7]=[C:6]([CH2:8][OH:9])[NH:5][N:4]=1 |f:1.2.3.4.5.6|. Reactants: CCOC(=O)C (EtOAc), FC(C1=NNC(=C1)C(=O)Cl)(F)F (3-(Trifluoromethyl)pyrazole-5-carbonyl chloride), CO (MeOH), [H-].[H-].[H-].[H-].[Li+].[Al+3] (LiAlH4). Run in C1CCOC1 (THF). Yields the product FC(C=1C=C(NN1)CO)(F)F ((5-Trifluoromethyl-2H-pyrazol-3-yl)-methanol). Procedure: 3-(Trifluoromethyl)pyrazole-5-carbonyl chloride (500 mg, 2.52 mmol) was dissolved in THF (10 mL). The reaction mixture was put under a N2 atmosphere and LiAlH4 (191 mg, 5.03 mmol) was added portionwise. The reaction mixture was stirred at RT for 2 days before adding MeOH (10 mL). The reaction mixture was concentrated in vacuo to give a grey solid. EtOAc (20 mL) was added and the crude reaction product stirred at RT for 30 min. The resulting solid was filtered off and the filtrate concentrated in... Reaction conditions: time 2 day. Reactants: Brc1ccncc1, CN(C)C=O, CC(=O)O, Cl, Nc1nc(N)c2c(ccc3[nH]ccc32)n1. The product is Nc1nc(N)c2c(ccc3c2ccn3-c2ccncc2)n1. Reaction SMILES: [Br:22][c:23]1[cH:24][cH:25][n:26][cH:27][cH:28]1.[CH3:16][N:17]([CH3:18])[CH:19]=[O:20].[CH3:29][C:30](=[O:31])[OH:32].[ClH:21].[c:1]1([NH2:15])[n:2][c:3]([NH2:14])[n:4][c:5]2[cH:6][cH:7][c:8]3[c:9]([c:10]12)[cH:11][cH:12][nH:13]3>>[c:1]1([NH2:15])[n:2][c:3]([NH2:14])[n:4][c:5]2[cH:6][cH:7][c:8]3[c:9]([c:10]12)[cH:11][cH:12][n:13]3-[c:23]1[cH:24][cH:25][n:26][cH:27][cH:28]1. The reactants are FC1=C(C=CC(=C1)F)C1=CC=C(C=C1)C(CC(=O)O)(C)O (3-(2',4'-difluoro-4-biphenylyl)-3-hydroxybutyric acid), Cl (hydrochloric acid). The solvent is C(C)(=O)O (acetic acid). Reaction conditions: time 2 hour. The product is FC1=C(C=CC(=C1)F)C1=CC=C(C=C1)C(=CC(=O)O)C (3-(2',4'-difluoro-4-biphenylyl)-2-butenoic acid). Reaction SMILES: [F:1][C:2]1[CH:7]=[C:6]([F:8])[CH:5]=[CH:4][C:3]=1[C:9]1[CH:14]=[CH:13][C:12]([C:15](O)([CH3:20])[CH2:16][C:17]([OH:19])=[O:18])=[CH:11][CH:10]=1.Cl>C(O)(=O)C>[F:1][C:2]1[CH:7]=[C:6]([F:8])[CH:5]=[CH:4][C:3]=1[C:9]1[CH:14]=[CH:13][C:12]([C:15]([CH3:20])=[CH:16][C:17]([OH:19])=[O:18])=[CH:11][CH:10]=1. Procedure: 1 g. of 3-(2',4'-difluoro-4-biphenylyl)-3-hydroxybutyric acid is dissolved in 5 ml. of acetic acid. 1 ml. of concentrated hydrochloric acid is added and the mixture is allowed to stand for 2 hours at 20° and poured onto ice. After the customary work up, 3-(2',4'-difluoro-4-biphenylyl)-2-butenoic acid, m.p. 193-195°, is obtained. Starting materials: Nc1ccc(Br)cc1, O=C1OC(=O)C2C1C1CCC2C12CC2, ClC(Cl)Cl. Yields the product O=C(O)C1C(C(=O)Nc2ccc(Br)cc2)C2CCC1C21CC1. RXN SMILES: [Br:15][c:16]1[cH:17][cH:18][c:19]([NH2:20])[cH:21][cH:22]1.[CH2:1]1[CH2:2][C:3]12[CH:4]1[CH:5]3[CH:6]([CH:7]2[CH2:8][CH2:9]1)[C:10](=[O:11])[O:12][C:13]3=[O:14].[CH:23]([Cl:24])([Cl:25])[Cl:26]>>[CH2:1]1[CH2:2][C:3]12[CH:4]1[CH:5]([C:13]([OH:12])=[O:14])[CH:6]([C:10](=[O:11])[NH:20][c:19]3[cH:18][cH:17][c:16]([Br:15])[cH:22][cH:21]3)[CH:7]2[CH2:8][CH2:9]1. The reactants are Cl.C1(CC1)N (cyclopropylamine hydrochloride), [Na] (sodium), C(#N)NC(=N)N (cyanoguanidine). Solvent: C(CCC)O (n-butanol), O (water). Product: C(#N)NC(=N)NC1CC1 (N-cyano-N'-cyclopropylguanidine). Isolated yield 62.0%. As a reaction SMILES: Cl.[CH:2]1([NH2:5])[CH2:4][CH2:3]1.[Na].[C:7]([NH:9][C:10](N)=[NH:11])#[N:8]>C(O)CCC.O>[C:7]([NH:9][C:10]([NH:5][CH:2]1[CH2:4][CH2:3]1)=[NH:11])#[N:8] |f:0.1,^1:5|. Reported procedure: 9.36 g (0.1 mole) of cyclopropylamine hydrochloride and 8.9 g (0.1 mole) of the sodium salt of cyanoguanidine are suspended in 100 ml of n-butanol and 8 ml of water. The mixture is heated under reflux for 2 hours. The suspension is filtered and the filter cake is washed with 100 ml of n-butanol. The filtrate is evaporated under reduced pressure. The residual oil is taken up in 300 ml of acetonitrile. The mixture is heated to reflux, filtered hot and the filter cake is washed with acetonitrile. T...